This data is from the Open Reaction Database (ORD), a public repository of structured organic reaction records. The task is: describe an organic reaction: reactants, conditions, products, and yield The reactants are CN(C(CCCCCCCCCCC\C=C/CCCCCCCC)=O)CCO (N-methyl-N-(2-hydroxyethyl)erucamide), C(C1=CC=CC=C1)(=O)Cl (benzoyl chloride). The product is CN(C(CCCCCCCCCCC\C=C/CCCCCCCC)=O)CCOC(C1=CC=CC=C1)=O (N-methyl-N-(2-benzoyloxyethyl)erucamide). Reaction SMILES: [CH3:1][N:2]([CH2:26][CH2:27][OH:28])[C:3](=[O:25])[CH2:4][CH2:5][CH2:6][CH2:7][CH2:8][CH2:9][CH2:10][CH2:11][CH2:12][CH2:13][CH2:14]/[CH:15]=[CH:16]\[CH2:17][CH2:18][CH2:19][CH2:20][CH2:21][CH2:22][CH2:23][CH3:24].[C:29](Cl)(=[O:36])[C:30]1[CH:35]=[CH:34][CH:33]=[CH:32][CH:31]=1>>[CH3:1][N:2]([CH2:26][CH2:27][O:28][C:29](=[O:36])[C:30]1[CH:35]=[CH:34][CH:33]=[CH:32][CH:31]=1)[C:3](=[O:25])[CH2:4][CH2:5][CH2:6][CH2:7][CH2:8][CH2:9][CH2:10][CH2:11][CH2:12][CH2:13][CH2:14]/[CH:15]=[CH:16]\[CH2:17][CH2:18][CH2:19][CH2:20][CH2:21][CH2:22][CH2:23][CH3:24]. Procedure details: N-methyl-N-(2-benzoyloxyethyl)erucamide was prepared by the procedure of example 1 from 39.5 gms. (0.1 mole) of N-methyl-N-(2-hydroxyethyl)erucamide and 14 gms. (0.1 mole) of benzoyl chloride. The structure of the final product was characterized on the basis of IR and NMR spectral analyses as described in example 1. Starting materials: ClCCl, C(=NC1CCCCC1)=NC1CCCCC1, O=C(O)Cc1cc(Cl)c(N2CCCCC2)cc1O. Yields the product O=C1Cc2cc(Cl)c(N3CCCCC3)cc2O1. As a reaction SMILES: [CH2:34]([Cl:35])[Cl:36].[CH:1]1([N:2]=[C:3]=[N:4][CH:5]2[CH2:6][CH2:7][CH2:8][CH2:9][CH2:10]2)[CH2:11][CH2:12][CH2:13][CH2:14][CH2:15]1.[Cl:16][c:17]1[c:18]([N:28]2[CH2:29][CH2:30][CH2:31][CH2:32][CH2:33]2)[cH:19][c:20]([OH:27])[c:21]([CH2:23][C:24](=[O:25])[OH:26])[cH:22]1>>[Cl:16][c:17]1[c:18]([N:28]2[CH2:29][CH2:30][CH2:31][CH2:32][CH2:33]2)[cH:19][c:20]2[c:21]([cH:22]1)[CH2:23][C:24](=[O:25])[O:27]2. Reactants: COC1=CC(=C(C#N)C(=C1)[N+](=O)[O-])[N+](=O)[O-] (4-methoxy-2,6-dinitrobenzonitrile), C(C)(C)(C)OC(=O)N1CCNCC1 (piperazine-1-carboxylic acid tert-butyl ester). Run in CN(C=O)C (dimethylformamide). Run at temperature 50 celsius, time 8 hour. Yields the product C(C)(C)(C)OC(=O)N1CCN(CC1)C1=C(C(=CC(=C1)OC)[N+](=O)[O-])C#N (4-(2-cyano-5-methoxy-3-nitro-phenyl)-piperazine-1-carboxylic acid tert-butyl ester). Yield: 69.0%. Reaction SMILES: [CH3:1][O:2][C:3]1[CH:10]=[C:9]([N+:11]([O-:13])=[O:12])[C:6]([C:7]#[N:8])=[C:5]([N+:14]([O-])=O)[CH:4]=1.[C:17]([O:21][C:22]([N:24]1[CH2:29][CH2:28]N[CH2:26][CH2:25]1)=[O:23])([CH3:20])([CH3:19])[CH3:18]>CN(C)C=O>[C:17]([O:21][C:22]([N:24]1[CH2:29][CH2:28][N:14]([C:5]2[CH:4]=[C:3]([O:2][CH3:1])[CH:10]=[C:9]([N+:11]([O-:13])=[O:12])[C:6]=2[C:7]#[N:8])[CH2:26][CH2:25]1)=[O:23])([CH3:20])([CH3:19])[CH3:18]. Reported procedure: To 1.32 g (5.92 mmol)of 4-methoxy-2,6-dinitrobenzonitrile dissolved in 8 mL dimethylformamide was added 2.2 g (2 eq., 11.83 mmol) piperazine-1-carboxylic acid tert-butyl ester. The mixture was heated to 50° C. and stirred overnight, then partitioned between ethyl acetate and water, dried over magnesium sulfate and concentrated under reduced pressure. Column chromatography, eluting with ethyl acetate/hexanes provided 1.48 g of 4-(2-cyano-5-methoxy-3-nitro-phenyl)-piperazine-1-carboxylic acid tert... The reactants are O=C([O-])O, CC(C)(C)OC(=O)OC(=O)[O-], CCOC(C)=O, Cl, O=C1CCNCC1, [Na+], O. Product: CC(C)(C)OC(=O)N1CCC(=O)CC1. Reaction SMILES: [C:10](=[O:11])([OH:12])[O-:13].[C:15](=[O:16])([O:17][C:18]([CH3:19])([CH3:20])[CH3:21])[O:22][C:23]([O-:24])=[O:25].[CH3:26][CH2:27][O:28][C:29](=[O:30])[CH3:31].[ClH:1].[NH:3]1[CH2:4][CH2:5][C:6](=[O:9])[CH2:7][CH2:8]1.[Na+:14].[OH2:2]>>[N:3]1([C:15](=[O:16])[O:17][C:18]([CH3:19])([CH3:20])[CH3:21])[CH2:4][CH2:5][C:6](=[O:9])[CH2:7][CH2:8]1. The reactants are CC(C)(C)OC(=O)N1CCCC1C(=O)O, CC#N, CCOC(C)=O, O=C(Cl)C(=O)Cl, [NH2-], CN(C)C=O, c1ccncc1. Product: CC(C)(C)OC(=O)N1CCCC1C#N. Reaction SMILES: [C:12](=[O:13])([O:14][C:15]([CH3:16])([CH3:17])[CH3:18])[N:19]1[CH:20]([C:21]([OH:22])=[O:23])[CH2:24][CH2:25][CH2:26]1.[CH3:34][C:35]#[N:36].[CH3:37][CH2:38][O:39][C:40]([CH3:41])=[O:42].[Cl:1][C:2]([C:3]([Cl:4])=[O:5])=[O:6].[NH2-:27].[O:7]=[CH:8][N:9]([CH3:10])[CH3:11].[cH:28]1[cH:29][cH:30][n:31][cH:32][cH:33]1>>[N:9]#[C:21][CH:20]1[N:19]([C:12](=[O:13])[O:14][C:15]([CH3:16])([CH3:17])[CH3:18])[CH2:26][CH2:25][CH2:24]1. Starting materials: C=C(C)c1sccc1NC(=O)c1cn(C)nc1C(F)(F)F, CO. Product: CC(C)c1sccc1NC(=O)c1cn(C)nc1C(F)(F)F. RXN SMILES: [C:1](=[CH2:2])([CH3:3])[c:4]1[s:5][cH:6][cH:7][c:8]1[NH:9][C:10](=[O:11])[c:12]1[c:13]([C:18]([F:19])([F:20])[F:21])[n:14][n:15]([CH3:17])[cH:16]1.[CH3:22][OH:23]>>[CH:1]([CH3:2])([CH3:3])[c:4]1[s:5][cH:6][cH:7][c:8]1[NH:9][C:10](=[O:11])[c:12]1[c:13]([C:18]([F:19])([F:20])[F:21])[n:14][n:15]([CH3:17])[cH:16]1.